Task: describe an organic reaction: reactants, conditions, products, and yield. Dataset: the Open Reaction Database (ORD), a public repository of structured organic reaction records The reactants are ClC1=C(OCC(=O)Cl)C=CC(=C1)Cl (2,4-dichlorophenoxyacetyl chloride), ClC1=C(OCC(=O)Cl)C(=CC(=C1)Cl)Cl (2,4,6-trichlorophenoxyacetyl chloride), ClC1=C(OC=2C=CC(=C(C(=O)OCCOC(CCOC3=C(C=C(C=C3)[N+](=O)[O-])C#N)=O)C2)[N+](=O)[O-])C=CC(=C1)C(F)(F)F (2-[(2-cyano-4-nitrophenoxy)-propionyloxy]ethyl 5-(2-chloro-4-trifluoromethylphenoxy)-2-nitrobenzoate), 2-[(2-cyano-4-nitrophenoxy)propionyl]chloride. The product is ClC1=C(OC=2C=CC(=C(C(=O)OCCOC(COC3=C(C=C(C=C3Cl)Cl)Cl)=O)C2)[N+](=O)[O-])C=CC(=C1)C(F)(F)F (2-(2,4,6-trichlorophenoxyacetoxy)ethyl 5-(2-chloro-4-trifluoromethylphenoxy)-2-nitrobenzoate). Reaction SMILES: ClC1C=C(Cl)C=CC=1[O:4]CC(Cl)=O.[Cl:14][C:15]1[CH:52]=[C:51]([C:53]([F:56])([F:55])[F:54])[CH:50]=[CH:49][C:16]=1[O:17][C:18]1[CH:19]=[CH:20][C:21]([N+:46]([O-:48])=[O:47])=[C:22]([CH:45]=1)[C:23]([O:25][CH2:26][CH2:27]OC(=O)CCOC1C=CC([N+]([O-])=O)=CC=1C#N)=[O:24].[Cl:57][C:58]1[CH:68]=[C:67]([Cl:69])[CH:66]=[C:65]([Cl:70])[C:59]=1[O:60][CH2:61][C:62](Cl)=[O:63]>>[Cl:14][C:15]1[CH:52]=[C:51]([C:53]([F:54])([F:56])[F:55])[CH:50]=[CH:49][C:16]=1[O:17][C:18]1[CH:19]=[CH:20][C:21]([N+:46]([O-:48])=[O:47])=[C:22]([CH:45]=1)[C:23]([O:25][CH2:26][CH2:27][O:63][C:62](=[O:4])[CH2:61][O:60][C:59]1[C:58]([Cl:57])=[CH:68][C:67]([Cl:69])=[CH:66][C:65]=1[Cl:70])=[O:24]. Procedure: Other compounds of this type are also prepared according to this example by proper substitution of the 2,4-dichlorophenoxyacetyl chloride reactant. For instance, 2-[(2-cyano-4-nitrophenoxy)-propionyloxy]ethyl 5-(2-chloro-4-trifluoromethylphenoxy)-2-nitrobenzoate is prepared by substituting 2-[(2-cyano-4-nitrophenoxy)propionyl]chloride; 2-(2,4,6-trichlorophenoxyacetoxy)ethyl 5-(2-chloro-4-trifluoromethylphenoxy)-2-nitrobenzoate is prepared by substituting 2-(2,4,6-trichlorophenoxyacetyl chloride;... Reactants: ClC=1C=CC=2N(N1)C(=CN2)CC=2C=C1C=NN(C1=CC2F)C (6-chloro-3-((6-fluoro-1-methyl-1H-indazol-5-yl)methyl)imidazo[1,2-b]pyridazine), C(CCC)[Sn](C=C)(CCCC)CCCC (tributyl(vinyl)stannane). The reagents and catalysts are C=1C=CC(=CC1)[P](C=2C=CC=CC2)(C=3C=CC=CC3)[Pd]([P](C=4C=CC=CC4)(C=5C=CC=CC5)C=6C=CC=CC6)([P](C=7C=CC=CC7)(C=8C=CC=CC8)C=9C=CC=CC9)[P](C=1C=CC=CC1)(C=1C=CC=CC1)C=1C=CC=CC1 (Pd(Ph3P)4). Conditions: temperature 120 celsius. The product is FC1=C(C=C2C=NN(C2=C1)C)CC1=CN=C2N1N=C(C=C2)C=C (3-((6-fluoro-1-methyl-1H-indazol-5-yl)methyl)-6-vinylimidazo[1,2-b]pyridazine). Yield: 43.1%. As a reaction SMILES: Cl[C:2]1[CH:3]=[CH:4][C:5]2[N:6]([C:8]([CH2:11][C:12]3[CH:13]=[C:14]4[C:18](=[CH:19][C:20]=3[F:21])[N:17]([CH3:22])[N:16]=[CH:15]4)=[CH:9][N:10]=2)[N:7]=1.[CH2:23]([Sn](CCCC)(CCCC)C=C)[CH2:24]CC>C1C=CC([P]([Pd]([P](C2C=CC=CC=2)(C2C=CC=CC=2)C2C=CC=CC=2)([P](C2C=CC=CC=2)(C2C=CC=CC=2)C2C=CC=CC=2)[P](C2C=CC=CC=2)(C2C=CC=CC=2)C2C=CC=CC=2)(C2C=CC=CC=2)C2C=CC=CC=2)=CC=1>[F:21][C:20]1[CH:19]=[C:18]2[C:14]([CH:15]=[N:16][N:17]2[CH3:22])=[CH:13][C:12]=1[CH2:11][C:8]1[N:6]2[N:7]=[C:2]([CH:23]=[CH2:24])[CH:3]=[CH:4][C:5]2=[N:10][CH:9]=1 |^1:41,43,62,81|. Procedure: To a degassed solution of 6-chloro-3-((6-fluoro-1-methyl-1H-indazol-5-yl)methyl)imidazo[1,2-b]pyridazine (400 mg, 1.267 mmol), was added Pd(Ph3P)4 (220 mg, 0.190 mmol) and tributyl(vinyl)stannane (422 mg, 1.330 mmol). The reaction mixture was heated to 120° C. for overnight. Then the reaction was quenched with NH4Cl(aq), extracted with DCM, dried over Na2SO4 and concentrated in vacuo to give a residue, which was purified by silica gel column chromatography with gradient Hex:EA to give 3-((6-fluo... Reactants: CC[SiH](CC)CC, CCC(C)(C#N)c1cccc(-c2ccnc3c2cnn3C(c2ccccc2)(c2ccccc2)c2ccccc2)c1, ClCCl, O=C(O)C(F)(F)F. The product is CCC(C)(C#N)c1cccc(-c2ccnc3[nH]ncc23)c1. RXN SMILES: [CH2:41]([SiH:42]([CH2:43][CH3:44])[CH2:45][CH3:46])[CH3:47].[CH3:1][C:2]([C:3]#[N:4])([CH2:5][CH3:6])[c:7]1[cH:8][c:9](-[c:13]2[c:14]3[c:15]([n:16][cH:17][cH:18]2)[n:19]([C:22]([c:23]2[cH:24][cH:25][cH:26][cH:27][cH:28]2)([c:29]2[cH:30][cH:31][cH:32][cH:33][cH:34]2)[c:35]2[cH:36][cH:37][cH:38][cH:39][cH:40]2)[n:20][cH:21]3)[cH:10][cH:11][cH:12]1.[Cl:55][CH2:56][Cl:57].[OH:48][C:49]([C:50]([F:51])([F:52])[F:53])=[O:54]>>[CH3:1][C:2]([C:3]#[N:4])([CH2:5][CH3:6])[c:7]1[cH:8][c:9](-[c:13]2[c:14]3[c:15]([n:16][cH:17][cH:18]2)[nH:19][n:20][cH:21]3)[cH:10][cH:11][cH:12]1. Starting materials: Cl (HCl), ClCC=1SC=C(N1)C(=O)OC (methyl 2-(chloromethyl)-1,3-thiazole-4-carboxylate). The solvent is O1CCOCC1 (dioxane), O (water). The product is ClCC=1SC=C(N1)C(=O)O (2-(chloromethyl)-1,3-thiazole-4-carboxylic acid). Isolated yield 90.0%. RXN SMILES: Cl.[Cl:2][CH2:3][C:4]1[S:5][CH:6]=[C:7]([C:9]([O:11]C)=[O:10])[N:8]=1>O1CCOCC1.O>[Cl:2][CH2:3][C:4]1[S:5][CH:6]=[C:7]([C:9]([OH:11])=[O:10])[N:8]=1. Procedure: An aqueous solution of HCl (36%, 68 mL) was added to a solution of methyl 2-(chloromethyl)-1,3-thiazole-4-carboxylate (34 g, 177 mmol) in dioxane (680 mL), water (65 mL) and refluxed overnight. The dioxane was then removed in vacuo and the product was extracted from the aqueous layer with MTBE (4×473 mL), dried over MgSO4 and evaporated to give the title compound (28.3 g, 97%). Procedure details: Hexadecanedioic acid mono-(4-methoxy-benzyl) ester (0.4 g, 0.98 mmol) was dissolved in ethyl acetate (10 mL). N-Ethyl-N-(3-dimethylaminopropyl)-carbodiimide hydrochloride (0.187 g, 0.98 mmol) and 1-hydroxy-7-azabenzotriazole (0.134 g, 0.98 mmol) was added and the mixture was stirred at 50° C. for 1 hour. After cooling to room temperature, diisopropylethylamin (0.50 mL, 2.95 mmol) was added followed by 3-(3,5-Bis-tert-butoxycarbonylmethoxybenzylamino)propionic acid (0.432 g, 0.98 mmol). The mixtu... The reactants are C(C)(C)N(CC)C(C)C (diisopropylethylamin), COC1=CC=C(COC(CCCCCCCCCCCCCCC(=O)O)=O)C=C1 (Hexadecanedioic acid mono-(4-methoxy-benzyl) ester), N-Ethyl-N-(3-dimethylaminopropyl)-carbodiimide hydrochloride, ON1N=NC2=C1N=CC=C2 (1-hydroxy-7-azabenzotriazole), C(C)(C)(C)OC(=O)COC=1C=C(CNCCC(=O)O)C=C(C1)OCC(=O)OC(C)(C)C (3-(3,5-Bis-tert-butoxycarbonylmethoxybenzylamino)propionic acid). Conditions: temperature 50 celsius, time 1 hour. The solvent is C(C)(=O)OCC (ethyl acetate). Product: COC1=CC=C(COC(CCCCCCCCCCCCCCC(N(CCC(=O)O)CC2=CC(=CC(=C2)OCC(=O)OC(C)(C)C)OCC(=O)OC(C)(C)C)=O)=O)C=C1 (15-[(3,5-Bis-tert-butoxycarbonylmethoxybenzyl)-(2-carboxyethyl)carbamoyl]pentadecanoic acid 4-methoxybenzyl ester). RXN SMILES: [CH3:1][O:2][C:3]1[CH:29]=[CH:28][C:6]([CH2:7][O:8][C:9](=[O:27])[CH2:10][CH2:11][CH2:12][CH2:13][CH2:14][CH2:15][CH2:16][CH2:17][CH2:18][CH2:19][CH2:20][CH2:21][CH2:22][CH2:23][C:24]([OH:26])=O)=[CH:5][CH:4]=1.ON1C2N=CC=CC=2N=N1.C(N(C(C)C)CC)(C)C.[C:49]([O:53][C:54]([CH2:56][O:57][C:58]1[CH:59]=[C:60]([CH:68]=[C:69]([O:71][CH2:72][C:73]([O:75][C:76]([CH3:79])([CH3:78])[CH3:77])=[O:74])[CH:70]=1)[CH2:61][NH:62][CH2:63][CH2:64][C:65]([OH:67])=[O:66])=[O:55])([CH3:52])([CH3:51])[CH3:50]>C(OCC)(=O)C>[CH3:1][O:2][C:3]1[CH:4]=[CH:5][C:6]([CH2:7][O:8][C:9](=[O:27])[CH2:10][CH2:11][CH2:12][CH2:13][CH2:14][CH2:15][CH2:16][CH2:17][CH2:18][CH2:19][CH2:20][CH2:21][CH2:22][CH2:23][C:24](=[O:26])[N:62]([CH2:61][C:60]2[CH:59]=[C:58]([O:57][CH2:56][C:54]([O:53][C:49]([CH3:52])([CH3:50])[CH3:51])=[O:55])[CH:70]=[C:69]([O:71][CH2:72][C:73]([O:75][C:76]([CH3:79])([CH3:78])[CH3:77])=[O:74])[CH:68]=2)[CH2:63][CH2:64][C:65]([OH:67])=[O:66])=[CH:28][CH:29]=1. The product is COc1cccnc1OCC(O)CO. Starting materials: CC1(C)OCC(CO)O1, CN(C)P(=O)(N(C)C)N(C)C, COc1cccnc1[N+](=O)[O-], [H-], [Na+]. RXN SMILES: [CH3:14][C:15]1([CH3:22])[O:16][CH:17]([CH2:20][OH:21])[CH2:18][O:19]1.[CH3:23][N:24]([CH3:25])[P:26](=[O:27])([N:28]([CH3:29])[CH3:30])[N:31]([CH3:32])[CH3:33].[CH3:3][O:4][c:5]1[c:6]([N+:11]([O-:12])=[O:13])[n:7][cH:8][cH:9][cH:10]1.[H-:1].[Na+:2]>>[CH3:3][O:4][c:5]1[c:6]([O:19][CH2:18][CH:17]([OH:16])[CH2:20][OH:21])[n:7][cH:8][cH:9][cH:10]1. Starting materials: FC1=NC=CC(=C1)C (2-fluoro-4-methyl-pyridine), C[Si]([N-][Si](C)(C)C)(C)C.[Na+] (sodium hexamethyldisilazide), C(C1=CC=CC=C1)OC(C1=C(C(=CC=C1F)N(CC1=CC=CC=C1)CC1=CC=CC=C1)F)=O (3-dibenzylamino-2,6-difluoro-benzoic acid benzyl ester), [Cl-].[NH4+] (ammonium chloride). Solvent: O1CCCC1 (tetrahydrofuran), O1CCCC1 (tetrahydrofuran). Conditions: time 1 hour. Product: C(C1=CC=CC=C1)N(C=1C(=C(C(=CC1)F)C(CC1=CC(=NC=C1)F)=O)F)CC1=CC=CC=C1 (1-(3-Dibenzylamino-2,6-difluoro-phenyl)-2-(2-fluoro-pyridin-4-yl)-ethanone). Reaction SMILES: [F:1][C:2]1[CH:7]=[C:6]([CH3:8])[CH:5]=[CH:4][N:3]=1.C[Si](C)(C)[N-][Si](C)(C)C.[Na+].C([O:26][C:27](=O)[C:28]1[C:33]([F:34])=[CH:32][CH:31]=[C:30]([N:35]([CH2:43][C:44]2[CH:49]=[CH:48][CH:47]=[CH:46][CH:45]=2)[CH2:36][C:37]2[CH:42]=[CH:41][CH:40]=[CH:39][CH:38]=2)[C:29]=1[F:50])C1C=CC=CC=1.[Cl-].[NH4+]>O1CCCC1>[CH2:43]([N:35]([CH2:36][C:37]1[CH:42]=[CH:41][CH:40]=[CH:39][CH:38]=1)[C:30]1[C:29]([F:50])=[C:28]([C:27](=[O:26])[CH2:8][C:6]2[CH:5]=[CH:4][N:3]=[C:2]([F:1])[CH:7]=2)[C:33]([F:34])=[CH:32][CH:31]=1)[C:44]1[CH:45]=[CH:46][CH:47]=[CH:48][CH:49]=1 |f:1.2,4.5|. Procedure details: To a solution of 2-fluoro-4-methyl-pyridine (5.76 mL, 0.056 mol) in anhydrous tetrahydrofuran (200 mL) at 0° C. sodium hexamethyldisilazide (NaHMDS, 2 M in tetrahydrofuran, 36 mL, 0112 mol) was added and the reaction was stirred for 1 hour. A solution of 3-dibenzylamino-2,6-difluoro-benzoic acid benzyl ester (25 g, 0.056 mol) in tetrahydrofuran (80 mL) was then added dropwise to the reaction mixture, which was stirred at 0° C. for one hour and allowed to warm at room temperature. The reaction mi... Reactants: CCN(C(C)C)C(C)C (DIEA), C=1C=CC2=C(C1)N=NN2O (HOBt), C(C)(C)(C)OC(NC1=CC=C(C=C1)C1CCNCC1)=O ((4-Piperidin-4-yl-phenyl)-carbamic acid tert-butyl ester), CN1CCN(CC1)CC(=O)O ((4-methyl-piperazin-1-yl)-acetic acid). The solvent is C(Cl)Cl (CH2Cl2), O (water), CN(C)C=O (DMF). Run at time 16 hour. Product: EtOAc hexanes, C(C)(C)(C)OC(NC1=CC=C(C=C1)C1CCN(CC1)C(CN1CCN(CC1)C)=O)=O ((4-{1-[2-(4-methyl-piperazin-1-yl)-acetyl]-piperidin-4-yl}-phenyl)-carbamic acid tert-butyl ester). The yield is 80.0%. Reaction SMILES: [C:1]([O:5][C:6](=[O:20])[NH:7][C:8]1[CH:13]=[CH:12][C:11]([CH:14]2[CH2:19][CH2:18][NH:17][CH2:16][CH2:15]2)=[CH:10][CH:9]=1)([CH3:4])([CH3:3])[CH3:2].[CH3:21][N:22]1[CH2:27][CH2:26][N:25]([CH2:28][C:29](O)=[O:30])[CH2:24][CH2:23]1.C1C=CC2N(O)N=NC=2C=1.CCN(C(C)C)C(C)C>CN(C=O)C.C(Cl)Cl.O>[C:1]([O:5][C:6](=[O:20])[NH:7][C:8]1[CH:13]=[CH:12][C:11]([CH:14]2[CH2:19][CH2:18][N:17]([C:29](=[O:30])[CH2:28][N:25]3[CH2:26][CH2:27][N:22]([CH3:21])[CH2:23][CH2:24]3)[CH2:16][CH2:15]2)=[CH:10][CH:9]=1)([CH3:4])([CH3:2])[CH3:3]. Procedure details: (4-Piperidin-4-yl-phenyl)-carbamic acid tert-butyl ester (0.20 g, 0.72 mmol), (4-methyl-piperazin-1-yl)-acetic acid (0.11 g, 0.72 mmol), HOBt (0.10 g, 0.72 mmol), DCI (0.14 g, 0.72 mmol), and DIEA (0.10 g, 0.72 mmol) were all combined in DMF (5 mL). After 16 h, water (10 mL) and CH2Cl2 (10 mL) were added. The organic layer was washed with water (3×10 mL), dried (MgSO4) and concentrated. Chromatography (0-15% EtOAc/hexanes gradient) provided 0.24 g (83%) of (4-{1-[2-(4-methyl-piperazin-1-yl)-acet... The reactants are 10.7, C1(=CC=CC=C1)C1CN=C2N1CCN2 ((±)-2,3,5,6-tetrahydro-5-phenyl-1H-imidazo[1,2-a]imidazole), CO (methanol), C(C(O)C(O)C(=O)O)(=O)O ((+)-tartaric acid), CO (methanol). Run in CC(=O)C (acetone). Product: C(=O)(O)C(O)C(O)C(=O)O.C1(=CC=CC=C1)C1CN=C2N1CCN2 ((-)-2,3,5,6-tetrahydro-5-phenyl-1H-imidazo[1,2-a]imidazole (-)-tartrate). As a reaction SMILES: [C:1]1([CH:7]2[N:11]3[CH2:12][CH2:13][NH:14][C:10]3=[N:9][CH2:8]2)[CH:6]=[CH:5][CH:4]=[CH:3][CH:2]=1.CO.[C:17]([OH:26])(=[O:25])[CH:18]([CH:20]([C:22]([OH:24])=[O:23])[OH:21])[OH:19]>CC(C)=O>[C:22]([CH:20]([CH:18]([C:17]([OH:26])=[O:25])[OH:19])[OH:21])([OH:24])=[O:23].[C:1]1([CH:7]2[N:11]3[CH2:12][CH2:13][NH:14][C:10]3=[N:9][CH2:8]2)[CH:2]=[CH:3][CH:4]=[CH:5][CH:6]=1 |f:4.5|. Procedure details: To a stirred solution of 10.7 parts of (±)-2,3,5,6-tetrahydro-5-phenyl-1H-imidazo[1,2-a]imidazole in 20 parts of methanol is added a warm solution of 8.6 parts of (+)-tartaric acid in 20 parts of methanol. The whole is diluted with 80 parts of acetone and the product is allowed to crystallize. The precipitated fraction is filtered off [about 5.6 parts of crude (+)-2,3,5,6-tetrahydro-5-phenyl-1H-imidazo[1,2-a]-imidazole (+)-tartrate - α(1% MeOH): +87.3°] and set aside. The filtrate is evaporated ...